The task is: describe an organic reaction: reactants, conditions, products, and yield. This data is from the Open Reaction Database (ORD), a public repository of structured organic reaction records. Reactants: CCOC(C)=O, CN1Cc2cccc([N+](=O)[O-])c2C1=O, [Na+], [OH-]. Yields the product CN1Cc2cccc(N)c2C1=O. RXN SMILES: [CH3:17][CH2:18][O:19][C:20]([CH3:21])=[O:22].[CH3:1][N:2]1[C:3](=[O:14])[c:4]2[c:5]([N+:11]([O-:12])=[O:13])[cH:6][cH:7][cH:8][c:9]2[CH2:10]1.[Na+:16].[OH-:15]>>[CH3:1][N:2]1[C:3](=[O:14])[c:4]2[c:5]([NH2:11])[cH:6][cH:7][cH:8][c:9]2[CH2:10]1. The reactants are C(C)(=O)N1C(C(C2=CC(=C(C=C12)OC)OC)=C(C1=CC=CC=C1)OCC)=O (1-acetyl-3-(1-ethoxy-1-phenyl-methylidene)-5,6-dimethoxy-2-indolinone), CN(C)CC1=CC=C(N)C=C1 (4-(dimethylaminomethyl)-aniline). Product: CN(C)CC1=CC=C(N\C(\C2=CC=CC=C2)=C\2/C(NC3=CC(=C(C=C23)OC)OC)=O)C=C1 (3-(Z)-(1-(4-(dimethylaminomethyl)-anilino]-1-phenyl-methylidene}-5,6-dimethoxy-2-indolinone). As a reaction SMILES: C([N:4]1[C:12]2[C:7](=[CH:8][C:9]([O:15][CH3:16])=[C:10]([O:13][CH3:14])[CH:11]=2)[C:6](=[C:17](OCC)[C:18]2[CH:23]=[CH:22][CH:21]=[CH:20][CH:19]=2)[C:5]1=[O:27])(=O)C.[CH3:28][N:29]([CH2:31][C:32]1[CH:38]=[CH:37][C:35]([NH2:36])=[CH:34][CH:33]=1)[CH3:30]>>[CH3:30][N:29]([CH2:31][C:32]1[CH:38]=[CH:37][C:35]([NH:36]/[C:17](=[C:6]2\[C:5](=[O:27])[NH:4][C:12]3[C:7]\2=[CH:8][C:9]([O:15][CH3:16])=[C:10]([O:13][CH3:14])[CH:11]=3)/[C:18]2[CH:19]=[CH:20][CH:21]=[CH:22][CH:23]=2)=[CH:34][CH:33]=1)[CH3:28]. Procedure: Prepared from 1-acetyl-3-(1-ethoxy-1-phenyl-methylidene)-5,6-dimethoxy-2-indolinone and 4-(dimethylaminomethyl)-aniline Reactants: Cl (HCl), N1(C=NC=C1)C(=O)N1C=NC=C1 (di(1H-imidazol-1-yl)methanone), C(C)OC(CC(=O)[O-])=O.[K+] (potassium 3-ethoxy-3-oxopropanoate), FC1=C(C=CC(=C1)OC(F)(F)F)C1N(CCC(C1)C(=O)O)C(=O)OC (2-(2-Fluoro-4-(trifluoromethoxy)phenyl)-1-(methoxycarbonyl)piperidine-4-carboxylic acid), FC1=C(C=CC(=C1)OC(F)(F)F)C1N(CCC(C1)C(=O)O)C(=O)OC (2-(2-Fluoro-4-(trifluoromethoxy)phenyl)-1-(methoxycarbonyl)piperidine-4-carboxylic acid), [Cl-].[Mg+2].[Cl-] (magnesium chloride). The solvent is C(Cl)Cl (DCM), CN1C(CNC2=C1C(=O)N=C(N2)N)CNC3=CC=C(C=C3)C(=O)NC(CCC(=O)O)C(=O)O (methyl THF), CN1C(CNC2=C1C(=O)N=C(N2)N)CNC3=CC=C(C=C3)C(=O)NC(CCC(=O)O)C(=O)O (methyl THF). Conditions: time 5 hour. Yields the product C(C)OC(CC(=O)[C@@H]1C[C@@H](N(CC1)C(=O)OC)C1=C(C=C(C=C1)OC(F)(F)F)F)=O (Cis-methyl 4-(3-ethoxy-3-oxopropanoyl)-2-(2-fluoro-4-(trifluoromethoxy)phenyl)piperidine-1-carboxylate), C(C)OC(CC(=O)[C@H]1C[C@@H](N(CC1)C(=O)OC)C1=C(C=C(C=C1)OC(F)(F)F)F)=O (trans-methyl 4-(3-ethoxy-3-oxopropanoyl)-2-(2-fluoro-4-(trifluoromethoxy)phenyl)piperidine-1-carboxylate). Isolated yield 8.7%. Reaction SMILES: [F:1][C:2]1[CH:7]=[C:6]([O:8][C:9]([F:12])([F:11])[F:10])[CH:5]=[CH:4][C:3]=1[CH:13]1[CH2:18][CH:17]([C:19]([OH:21])=O)[CH2:16][CH2:15][N:14]1[C:22]([O:24][CH3:25])=[O:23].N1(C(N2C=CN=C2)=O)C=CN=C1.[CH2:38]([O:40][C:41](=[O:46])[CH2:42][C:43]([O-:45])=O)[CH3:39].[K+].[Cl-].[Mg+2].[Cl-].Cl>CN1C2C(N=C(N)NC=2NCC1CNC1C=CC(C(NC(C(O)=O)CCC(O)=O)=O)=CC=1)=O.C(Cl)Cl>[CH2:38]([O:40][C:41](=[O:46])[CH2:42][C:19]([C@H:17]1[CH2:16][CH2:15][N:14]([C:22]([O:24][CH3:25])=[O:23])[C@@H:13]([C:3]2[CH:4]=[CH:5][C:6]([O:8][C:9]([F:12])([F:10])[F:11])=[CH:7][C:2]=2[F:1])[CH2:18]1)=[O:21])[CH3:39].[CH2:38]([O:40][C:41](=[O:46])[CH2:42][C:43]([C@@H:17]1[CH2:16][CH2:15][N:14]([C:22]([O:24][CH3:25])=[O:23])[C@@H:13]([C:3]2[CH:4]=[CH:5][C:6]([O:8][C:9]([F:12])([F:10])[F:11])=[CH:7][C:2]=2[F:1])[CH2:18]1)=[O:45])[CH3:39] |f:2.3,4.5.6|. Procedure: 2-(2-Fluoro-4-(trifluoromethoxy)phenyl)-1-(methoxycarbonyl)piperidine-4-carboxylic acid (4.07 g, 11.14 mmol) (reference compound 25) was dissolved in methyl THF (100 mL) under nitrogen atmosphere and di(1H-imidazol-1-yl)methanone (2.71 g, 16.71 mmol) was added. The suspension was stirred at room temperature for 5 h (flask 1). In a separate flask was potassium 3-ethoxy-3-oxopropanoate (3.41 g, 20.06 mmol) suspended in methyl THF (50 mL) and magnesium chloride (1.910 g, 20.06 mmol) was added. The ... Starting materials: ClC(Cl)(Cl)Cl, CS(=O)(=O)C1NC(=O)C1NC(c1ccccc1)(c1ccccc1)c1ccccc1, N#C[K], O. Yields the product N#CC1NC(=O)C1NC(c1ccccc1)(c1ccccc1)c1ccccc1. As a reaction SMILES: [C:33]([Cl:34])([Cl:35])([Cl:36])[Cl:37].[CH3:1][S:2](=[O:3])(=[O:4])[CH:5]1[CH:6]([NH:10][C:11]([c:12]2[cH:13][cH:14][cH:15][cH:16][cH:17]2)([c:18]2[cH:19][cH:20][cH:21][cH:22][cH:23]2)[c:24]2[cH:25][cH:26][cH:27][cH:28][cH:29]2)[C:7](=[O:9])[NH:8]1.[K:30][C:31]#[N:32].[OH2:38]>>[CH:5]1([C:31]#[N:32])[CH:6]([NH:10][C:11]([c:12]2[cH:13][cH:14][cH:15][cH:16][cH:17]2)([c:18]2[cH:19][cH:20][cH:21][cH:22][cH:23]2)[c:24]2[cH:25][cH:26][cH:27][cH:28][cH:29]2)[C:7](=[O:9])[NH:8]1. Starting materials: C(C)(C)(C)OC(=O)C=1OC2=C(C1C)C(=CC=C2)O (4-hydroxy-3-methyl-benzofuran-2-carboxylic acid tert-butyl ester), IN1C(CCC1=O)=O (N-iodosuccinimide). The solvent is C(Cl)(Cl)(Cl)Cl (carbon tetrachloride). Run at temperature 0 celsius, time 3 hour. Yields the product C(C)(C)(C)OC(=O)C=1OC2=C(C1C)C(=C(C=C2)I)O (5-iodo-4-hydroxy-3-methyl-benzofuran-2-carboxylic acid tert-butyl ester). The yield is 38.0%. RXN SMILES: [C:1]([O:5][C:6]([C:8]1[O:9][C:10]2[CH:17]=[CH:16][CH:15]=[C:14]([OH:18])[C:11]=2[C:12]=1[CH3:13])=[O:7])([CH3:4])([CH3:3])[CH3:2].[I:19]N1C(=O)CCC1=O>C(Cl)(Cl)(Cl)Cl>[C:1]([O:5][C:6]([C:8]1[O:9][C:10]2[CH:17]=[CH:16][C:15]([I:19])=[C:14]([OH:18])[C:11]=2[C:12]=1[CH3:13])=[O:7])([CH3:4])([CH3:2])[CH3:3]. Procedure details: To 4.4 g (17.7 mmol) of 4-hydroxy-3-methyl-benzofuran-2-carboxylic acid tert-butyl ester was added 40 mL of carbon tetrachloride, the mixture was cooled with an water/ice bath while 1 equivalent of N-iodosuccinimide was added in small portions. After stirring at 0° C. for 3 h, the reaction mixture was loaded onto a column and purified by column chromatography to give 2.55 g mg (38% yield) of 5-iodo-4-hydroxy-3-methyl-benzofuran-2-carboxylic acid tert-butyl ester as a white solid.